The task is: describe an organic reaction: reactants, conditions, products, and yield. This data is from the Open Reaction Database (ORD), a public repository of structured organic reaction records. Reactants: mixture, C(C)(C)(C)O[C@H](C(=O)OC)C=1C(=C2C(=NC1C)NC=C2)C=2C=C1CCCOC1=CC2 ((S)-methyl 2-(tert-butoxy)-2-(4-(chroman-6-yl)-6-methyl-1H-pyrrolo[2,3-b]pyridin-5-yl)acetate), BrCC1=C(C=CC(=C1)F)F (2-(bromomethyl)-1,4-difluorobenzene). The product is C(C)(C)(C)O[C@H](C(=O)O)C=1C(=C2C(=NC1C)N(C=C2)CC2=C(C=CC(=C2)F)F)C=2C=C1CCCOC1=CC2 ((S)-2-(tert-butoxy)-2-(4-(chroman-6-yl)-1-(2,5-difluorobenzyl)-6-methyl-1H-pyrrolo[2,3-b]pyridin-5-yl)acetic acid), C(C)(C)(C)O[C@H](C(=O)O)C=1C(=C2C(=NC1C)NC=C2)C=2C=C1CCCOC1=CC2 ((S)-2-(tert-butoxy)-2-(4-(chroman-6-yl)-6-methyl-1H-pyrrolo[2,3-b]pyridin-5-yl)acetic acid). As a reaction SMILES: [C:1]([O:5][C@@H:6]([C:11]1[C:12]([C:21]2[CH:22]=[C:23]3[C:28](=[CH:29][CH:30]=2)[O:27][CH2:26][CH2:25][CH2:24]3)=[C:13]2[CH:20]=[CH:19][NH:18][C:14]2=[N:15][C:16]=1[CH3:17])[C:7]([O:9]C)=[O:8])([CH3:4])([CH3:3])[CH3:2].Br[CH2:32][C:33]1[CH:38]=[C:37]([F:39])[CH:36]=[CH:35][C:34]=1[F:40]>>[C:1]([O:5][C@@H:6]([C:11]1[C:12]([C:21]2[CH:22]=[C:23]3[C:28](=[CH:29][CH:30]=2)[O:27][CH2:26][CH2:25][CH2:24]3)=[C:13]2[CH:20]=[CH:19][N:18]([CH2:32][C:33]3[CH:38]=[C:37]([F:39])[CH:36]=[CH:35][C:34]=3[F:40])[C:14]2=[N:15][C:16]=1[CH3:17])[C:7]([OH:9])=[O:8])([CH3:4])([CH3:3])[CH3:2].[C:1]([O:5][C@@H:6]([C:11]1[C:12]([C:21]2[CH:22]=[C:23]3[C:28](=[CH:29][CH:30]=2)[O:27][CH2:26][CH2:25][CH2:24]3)=[C:13]2[CH:20]=[CH:19][NH:18][C:14]2=[N:15][C:16]=1[CH3:17])[C:7]([OH:9])=[O:8])([CH3:4])([CH3:2])[CH3:3]. Reported procedure: The title compound was prepared in a manner similar to that described in Example 27 from (S)-methyl 2-(tert-butoxy)-2-(4-(chroman-6-yl)-6-methyl-1H-pyrrolo[2,3-b]pyridin-5-yl)acetate and 2-(bromomethyl)-1,4-difluorobenzene, except that the racemic mixture obtained in Step G was purified by preparative HPLC using an IC column (250 mm×30 mm I.D.; 5 um) from Chiral Technologies (West Chester, Pa., USA). The mobile phase was comprised of 80% hexanes containing 0.1% formic acid (v/v) and 20% isopropa...